This data is from the Open Reaction Database (ORD), a public repository of structured organic reaction records. The task is: describe an organic reaction: reactants, conditions, products, and yield The reactants are O (water), C(C)(=O)OCC (ethyl acetate), [N+](=O)([O-])C1=C(C=C(C=C1)OCC#C)C(O)C1=CC=C(C=C1)C1CC1 ((2-nitro-5-propargyloxyphenyl)-(4-cyclopropyl-phenyl)-methanol). The reagents and catalysts are [Fe] (iron). Run in C(C)(=O)O (acetic acid). Reaction conditions: time 5 hour. The product is NC1=C(C=C(C=C1)OCC#C)C(=O)C1=CC=C(C=C1)C1CC1 ((2-amino-5-propargyloxyphenyl)-(4-cyclopropyl-phenyl)-methanone). As a reaction SMILES: [N+:1]([C:4]1[CH:9]=[CH:8][C:7]([O:10][CH2:11][C:12]#[CH:13])=[CH:6][C:5]=1[CH:14]([C:16]1[CH:21]=[CH:20][C:19]([CH:22]2[CH2:24][CH2:23]2)=[CH:18][CH:17]=1)[OH:15])([O-])=O.O.C(OCC)(=O)C>C(O)(=O)C.[Fe]>[NH2:1][C:4]1[CH:9]=[CH:8][C:7]([O:10][CH2:11][C:12]#[CH:13])=[CH:6][C:5]=1[C:14]([C:16]1[CH:17]=[CH:18][C:19]([CH:22]2[CH2:23][CH2:24]2)=[CH:20][CH:21]=1)=[O:15]. Reported procedure: A solution of 2.2 g (6.85 mmol) of (2-nitro-5-propargyloxyphenyl)-(4-cyclopropyl-phenyl)-methanol (step C above) in 40 ml glacial acetic acid is heated to 50° C. and treated with 3.06 g (8 equiv.) of iron powder. After 5 h stirring at that temperature the reaction is complete. The green-grey suspension is cooled to rt, diluted by the addition of 500 ml water and 200 ml ethyl acetate and filtered through a pad of Celite. The layers are separated and the organic phase washed with water and sat. bi... Reaction conditions: time 8 hour. Procedure: To a solution of 1-methyl-1-(4-phenylsulfonylamino-3-methoxyphenyl)-ethanol (2.65 g; prepared in Reference Example 38.) in methylene chloride (15 ml), acetic anhydride (3.05 ml) and triethylamine (4.60 ml) were added. The mixture was stirred overnight at room temperature. The solvent was distilled off. The residue was purified on silica gel column chromatography (hexane:AcOEt=3:4) to give the title compound (2.33 g) having the following physical data. The product is CC(C)(O)C1=CC(=C(C=C1)N(C(C)=O)S(=O)(=O)C1=CC=CC=C1)OC (1-methyl-1-[4-(N-acetyl-phenylsulfonylamino)-3-methoxyphenyl]ethanol). The solvent is C(Cl)Cl (methylene chloride), C(C)N(CC)CC (triethylamine). As a reaction SMILES: [CH3:1][C:2]([C:5]1[CH:10]=[CH:9][C:8]([NH:11][S:12]([C:15]2[CH:20]=[CH:19][CH:18]=[CH:17][CH:16]=2)(=[O:14])=[O:13])=[C:7]([O:21][CH3:22])[CH:6]=1)([OH:4])[CH3:3].[C:23](OC(=O)C)(=[O:25])[CH3:24]>C(Cl)Cl.C(N(CC)CC)C>[CH3:3][C:2]([C:5]1[CH:10]=[CH:9][C:8]([N:11]([S:12]([C:15]2[CH:20]=[CH:19][CH:18]=[CH:17][CH:16]=2)(=[O:14])=[O:13])[C:23](=[O:25])[CH3:24])=[C:7]([O:21][CH3:22])[CH:6]=1)([OH:4])[CH3:1]. The reactants are CC(C)(O)C1=CC(=C(C=C1)NS(=O)(=O)C1=CC=CC=C1)OC (1-methyl-1-(4-phenylsulfonylamino-3-methoxyphenyl)-ethanol), C(C)(=O)OC(C)=O (acetic anhydride). Starting materials: CCOC(C)=O, COC(=O)C=Cc1cc(C)cc(NC(C)=O)n1, [Pd]. Yields the product COC(=O)CCc1cc(C)cc(NC(C)=O)n1. As a reaction SMILES: [CH3:18][CH2:19][O:20][C:21](=[O:22])[CH3:23].[CH3:1][O:2][C:3]([CH:4]=[CH:5][c:6]1[n:7][c:8]([NH:13][C:14]([CH3:15])=[O:16])[cH:9][c:10]([CH3:12])[cH:11]1)=[O:17].[Pd:24]>>[CH3:1][O:2][C:3]([CH2:4][CH2:5][c:6]1[n:7][c:8]([NH:13][C:14]([CH3:15])=[O:16])[cH:9][c:10]([CH3:12])[cH:11]1)=[O:17]. Starting materials: C1CNCCN1, O=S1(=O)C=C(Cl)c2ccc(Cl)cc21, O=S(=O)(Cl)Cl, ClCCl. Yields the product O=S1(=O)C=C(N2CCNCC2)c2ccc(Cl)cc21. RXN SMILES: [CH2:14]1[CH2:15][NH:16][CH2:17][CH2:18][NH:19]1.[Cl:1][C:2]1=[CH:6][S:5](=[O:7])(=[O:8])[c:4]2[c:3]1[cH:12][cH:11][c:10]([Cl:13])[cH:9]2.[Cl:20][S:21]([Cl:22])(=[O:23])=[O:24].[Cl:25][CH2:26][Cl:27]>>[C:2]1([N:16]2[CH2:15][CH2:14][NH:19][CH2:18][CH2:17]2)=[CH:6][S:5](=[O:7])(=[O:8])[c:4]2[c:3]1[cH:12][cH:11][c:10]([Cl:13])[cH:9]2. Reactants: CN1CCNCC1 (N-methyl piperazine), ClC(C1CO1)(Cl)Cl (3,3,3-trichloropropylene oxide). Run in C(Cl)(Cl)Cl (chloroform), C(Cl)(Cl)Cl (chloroform). Conditions: time 6 day. The product is CN1CCN(CC1)CC(C(Cl)(Cl)Cl)O (1-Methyl-4-(3,3,3-trichloro-2-hydroxypropyl) piperazine). As a reaction SMILES: [CH3:1][N:2]1[CH2:7][CH2:6][NH:5][CH2:4][CH2:3]1.[Cl:8][C:9]([Cl:14])([Cl:13])[CH:10]1[O:12][CH2:11]1>C(Cl)(Cl)Cl>[CH3:1][N:2]1[CH2:7][CH2:6][N:5]([CH2:11][CH:10]([OH:12])[C:9]([Cl:14])([Cl:13])[Cl:8])[CH2:4][CH2:3]1. Procedure: N-methyl piperazine (2 g) is dissolved in 80 ml chloroform, and mixed with a solution of 3.22 g 3,3,3-trichloropropylene oxide in 20 ml chloroform. The mixture is allowed to stand at room temperature for 6 days. The chloroform is removed by evaporation, and ether is added to the residue, which is then collected by filtration, washed with ether and dried at room temperature under water pump vacuum, to give the heading compound, m.p. 165°-167° C. Reactants: C#CCN(CC(OC)OC)C(=O)CCl, CCO, [Na+], [Na+], O=C([O-])[O-], Cc1ccccc1S(=O)(=O)O. Yields the product C#CCN(CC1OCCO1)C(=O)CCl. Reaction SMILES: [CH2:1]([C:2]#[CH:3])[N:4]([C:5]([CH2:6][Cl:7])=[O:8])[CH2:9][CH:10]([O:11][CH3:12])[O:13][CH3:14].[CH3:32][CH2:33][OH:34].[Na+:26].[Na+:27].[O-:28][C:29](=[O:30])[O-:31].[c:15]1([CH3:16])[c:17]([S:18]([OH:19])(=[O:20])=[O:21])[cH:22][cH:23][cH:24][cH:25]1>>[CH2:1]([C:2]#[CH:3])[N:4]([C:5]([CH2:6][Cl:7])=[O:8])[CH2:9][CH:10]1[O:11][CH2:12][CH2:14][O:13]1. The reactants are NS(=O)(=O)c1cc(CO)cc(NCc2ccccc2)c1Sc1ccccc1, CC(=O)O, O, OO. Yields the product NS(=O)(=O)c1cc(CO)cc(NCc2ccccc2)c1S(=O)c1ccccc1. Reaction SMILES: [CH2:1]([c:2]1[cH:3][cH:4][cH:5][cH:6][cH:7]1)[NH:8][c:9]1[cH:10][c:11]([CH2:12][OH:13])[cH:14][c:15]([S:24]([NH2:25])(=[O:26])=[O:27])[c:16]1[S:17][c:18]1[cH:19][cH:20][cH:21][cH:22][cH:23]1.[CH3:30][C:31]([OH:32])=[O:33].[OH2:34].[OH:28][OH:29]>>[CH2:1]([c:2]1[cH:3][cH:4][cH:5][cH:6][cH:7]1)[NH:8][c:9]1[cH:10][c:11]([CH2:12][OH:13])[cH:14][c:15]([S:24]([NH2:25])(=[O:26])=[O:27])[c:16]1[S:17]([c:18]1[cH:19][cH:20][cH:21][cH:22][cH:23]1)=[O:32]. Starting materials: C(C1=CC=CC=C1)(=O)C1=C(C=C(N1C)C(C(=O)OCC)C1=CC=C(C=C1)[N+](=O)[O-])C (Ethyl 2-(5-benzoyl-1,4-dimethylpyrrol-2-yl)-2-(4-nitrophenyl)acetate), [Li+].[OH-] (LiOH). The solvent is CO.C1CCOC1 (methanol THF). Reaction conditions: temperature 60 celsius, time 2 hour. Yields the product C(C1=CC=CC=C1)(=O)C1=C(C=C(N1C)CC1=CC=C(C=C1)[N+](=O)[O-])C (4-[5-benzoyl-1,4-dimethyl-1H-pyrrol-2-ylmethyl]-nitrobenzene). The yield is 98.9%. As a reaction SMILES: [C:1]([C:9]1[N:13]([CH3:14])[C:12]([CH:15]([C:21]2[CH:26]=[CH:25][C:24]([N+:27]([O-:29])=[O:28])=[CH:23][CH:22]=2)C(OCC)=O)=[CH:11][C:10]=1[CH3:30])(=[O:8])[C:2]1[CH:7]=[CH:6][CH:5]=[CH:4][CH:3]=1.[Li+].[OH-]>CO.C1COCC1>[C:1]([C:9]1[N:13]([CH3:14])[C:12]([CH2:15][C:21]2[CH:22]=[CH:23][C:24]([N+:27]([O-:29])=[O:28])=[CH:25][CH:26]=2)=[CH:11][C:10]=1[CH3:30])(=[O:8])[C:2]1[CH:7]=[CH:6][CH:5]=[CH:4][CH:3]=1 |f:1.2,3.4|. Procedure: Ethyl 2-(5-benzoyl-1,4-dimethylpyrrol-2-yl)-2-(4-nitrophenyl)acetate (8.2 g, 20.2 mmol) [prepared by proceeding as described in Example 1, Steps (a) and (b)] was dissolved in a 1:1 mixture of methanol/THF (200 ml). An aqueous solution of LiOH (250 ml, 0.4M, 100.9 mmol) was added and the mixture was stirred at 60° C. for 2 h. The organic solvents were evaporated in vacuo, the aqueous residue was acidified with 10% HCl, and the product was extracted into ethyl acetate. The organic phase was washed... The reactants are C(#CC(=O)OCC)C(=O)OCC (diethyl acetylenedicarboxylate), NC1=CC=C(C(C=C1)=O)O (5-amino-2-hydroxy-2,4,6-cycloheptatriene-1-one). Run in C(C)O (ethanol). The product is C(C)OC(C(=CC(=O)OCC)NC1=CC=C(C(C=C1)=O)O)=O (2-(4-Hydroxy-5-oxo-1,3,6-cycloheptatrien-1-ylamino)-2-butenedioic Acid Diethyl Ester). As a reaction SMILES: [C:1]([C:8]([O:10][CH2:11][CH3:12])=[O:9])#[C:2][C:3]([O:5][CH2:6][CH3:7])=[O:4].[NH2:13][C:14]1[CH:20]=[CH:19][C:18](=[O:21])[C:17]([OH:22])=[CH:16][CH:15]=1>C(O)C>[CH2:6]([O:5][C:3](=[O:4])[C:2]([NH:13][C:14]1[CH:20]=[CH:19][C:18](=[O:21])[C:17]([OH:22])=[CH:16][CH:15]=1)=[CH:1][C:8]([O:10][CH2:11][CH3:12])=[O:9])[CH3:7]. Reported procedure: A solution of diethyl acetylenedicarboxylate (183.5 g) and 5-amino-2-hydroxy-2,4,6-cycloheptatriene-1-one [147.5 g, described by T. Nozoe et al., Science Repts. Tokoku Univ., First ser., 35, 274(1952)] in ethanol (2,700 ml) is stirred at room temperature for 16 hours. The mixture is filtered and the precipitate is crystallized from ethanol to obtain crystals of the title compound, mp 108.5° C.